Dataset: the Open Reaction Database (ORD), a public repository of structured organic reaction records. Task: describe an organic reaction: reactants, conditions, products, and yield The reactants are C=CCC1=CCC(O)C1, Cc1cc(C(C)(C)C)c(O)c(C(C)(C)C)c1, CC1(C)C(C=C(Cl)Cl)C1C(=O)Cl, Cc1ccccc1, c1ccncc1. Yields the product C=CCC1=CCC(OC(=O)C2C(C=C(Cl)Cl)C2(C)C)C1. Reaction SMILES: [CH2:1]([CH:2]=[CH2:3])[C:4]1=[CH:8][CH2:7][CH:6]([OH:9])[CH2:5]1.[CH3:10][c:11]1[cH:12][c:13]([C:14]([CH3:15])([CH3:16])[CH3:17])[c:18]([OH:19])[c:20]([C:21]([CH3:22])([CH3:23])[CH3:24])[cH:25]1.[CH3:32][C:33]1([CH3:43])[CH:34]([C:40](=[O:41])[Cl:42])[CH:35]1[CH:36]=[C:37]([Cl:38])[Cl:39].[CH3:44][c:45]1[cH:46][cH:47][cH:48][cH:49][cH:50]1.[cH:26]1[cH:27][cH:28][n:29][cH:30][cH:31]1>>[CH2:1]([CH:2]=[CH2:3])[C:4]1=[CH:8][CH2:7][CH:6]([O:9][C:40]([CH:34]2[C:33]([CH3:32])([CH3:43])[CH:35]2[CH:36]=[C:37]([Cl:38])[Cl:39])=[O:41])[CH2:5]1. The reactants are C(C1=CC=CC=C1)OC(=O)N1CCC(CC1)C1=C(C=CC=C1)SC (1-benzyloxycarbonyl-4-(2-methylthiophenyl)piperidine), C1(=CC=CC=C1)SC (thioanisole), FC(C(=O)O)(F)F (trifluoroacetic acid). Run at temperature 60 celsius. Product: CSC1=C(C=CC=C1)C1CCNCC1 (4-(2-Methylthiophenyl)piperidine). The yield is 63.0%. As a reaction SMILES: C(OC([N:11]1[CH2:16][CH2:15][CH:14]([C:17]2[CH:22]=[CH:21][CH:20]=[CH:19][C:18]=2[S:23][CH3:24])[CH2:13][CH2:12]1)=O)C1C=CC=CC=1.C1(SC)C=CC=CC=1.FC(F)(F)C(O)=O>>[CH3:24][S:23][C:18]1[CH:19]=[CH:20][CH:21]=[CH:22][C:17]=1[CH:14]1[CH2:15][CH2:16][NH:11][CH2:12][CH2:13]1. Procedure details: A mixture of 1-benzyloxycarbonyl-4-(2-methylthiophenyl)piperidine (0.34 g) and thioanisole (0.58 mL) was treated with trifluoroacetic acid (5 mL) and the mixture was heated to 60° C. for 30 minutes. At the end of this period, the reaction mixture was evaporated and diluted with ether. Extraction with water, neutralization of the aqueous layer with sodium bicarbonate and extraction with ethyl acetate afforded the crude product. This material was purified by column chromatography; elution with 19:...